From a dataset of the Open Reaction Database (ORD), a public repository of structured organic reaction records. describe an organic reaction: reactants, conditions, products, and yield The reactants are O=S(=O)(Cl)c1c(Cl)nc2sccn12, CN1CCc2c([nH]c3ccc(N)cc23)C1, [Na+], O=C([O-])O, c1ccncc1. Reaction SMILES: [Cl:16][c:17]1[n:18][c:19]2[s:20][cH:21][cH:22][n:23]2[c:24]1[S:25](=[O:26])(=[O:27])[Cl:28].[NH2:1][c:2]1[cH:3][c:4]2[c:5]3[c:10]([nH:11][c:12]2[cH:13][cH:14]1)[CH2:9][N:8]([CH3:15])[CH2:7][CH2:6]3.[Na+:33].[O-:29][C:30]([OH:31])=[O:32].[cH:34]1[cH:35][cH:36][n:37][cH:38][cH:39]1>>[NH:1]([c:2]1[cH:3][c:4]2[c:5]3[c:10]([nH:11][c:12]2[cH:13][cH:14]1)[CH2:9][N:8]([CH3:15])[CH2:7][CH2:6]3)[S:25]([c:24]1[c:17]([Cl:16])[n:18][c:19]2[s:20][cH:21][cH:22][n:23]21)(=[O:26])=[O:27]. Product: CN1CCc2c([nH]c3ccc(NS(=O)(=O)c4c(Cl)nc5sccn45)cc23)C1. Starting materials: C(C)(=O)N1C(=NN=C1SCCCCCCCCCCCCC)NC(=O)NC1=C(C=CC=C1C(C)C)C(C)C (4-Acetyl-N-[[[2,6-bis(1-methylethyl)phenyl]amino]carbonyl]-5-(tridecylthio)-4H-1,2,4-triazol-3-amine). Run in CO (methanol). Reaction conditions: time 8 hour. The product is CC(C)C1=C(C(=CC=C1)C(C)C)NC(=O)NC1=NN=C(N1)SCCCCCCCCCCCCC (N-[[[2,6-Bis(1-methylethyl)phenyl]amino]carbonyl]-5-(tridecylthio)-4H-1,2,4-triazol-3-amine). The yield is 63.2%. Reaction SMILES: C([N:4]1[C:8]([S:9][CH2:10][CH2:11][CH2:12][CH2:13][CH2:14][CH2:15][CH2:16][CH2:17][CH2:18][CH2:19][CH2:20][CH2:21][CH3:22])=[N:7][N:6]=[C:5]1[NH:23][C:24]([NH:26][C:27]1[C:32]([CH:33]([CH3:35])[CH3:34])=[CH:31][CH:30]=[CH:29][C:28]=1[CH:36]([CH3:38])[CH3:37])=[O:25])(=O)C>CO>[CH3:38][CH:36]([C:28]1[CH:29]=[CH:30][CH:31]=[C:32]([CH:33]([CH3:34])[CH3:35])[C:27]=1[NH:26][C:24]([NH:23][C:5]1[NH:4][C:8]([S:9][CH2:10][CH2:11][CH2:12][CH2:13][CH2:14][CH2:15][CH2:16][CH2:17][CH2:18][CH2:19][CH2:20][CH2:21][CH3:22])=[N:7][N:6]=1)=[O:25])[CH3:37]. Procedure: The urea of Example 14 (4.4 g, 0.0081 mol) was stirred in methanol (100 mL) at room temperature for 2 hours, the solution was then allowed to stand overnight. The solid obtained was filtered and dried in vacuo to give a white solid (2.57 g), m.p. 131°-135° C. Reactants: CN(C)C=O (DMF), [Li+].CC(C)[N-]C(C)C (LDA), BrC1=CSC=C1CCCC (3-bromo-4-butylthiophene). Solvent: C1CCOC1 (THF), C1CCOC1 (THF), C1CCOC1 (THF). Run at time 15 minute. Product: BrC1=C(SC=C1CCCC)C=O (3-Bromo-4-n-butylthiophene-2-carboxaldehyde). The yield is 60.0%. RXN SMILES: [Li+].CC([N-]C(C)C)C.[Br:9][C:10]1[C:14]([CH2:15][CH2:16][CH2:17][CH3:18])=[CH:13][S:12][CH:11]=1.CN([CH:22]=[O:23])C>C1COCC1>[Br:9][C:10]1[C:14]([CH2:15][CH2:16][CH2:17][CH3:18])=[CH:13][S:12][C:11]=1[CH:22]=[O:23] |f:0.1|. Procedure: To a solution of freshly prepared LDA (11.40 mmol) in THF (7 mL) at -78° C. was added slowly 3-bromo-4-butylthiophene of Example l(a) (2.50 g, 11.40 mmol) in THF (10 mL). After stirring for 15 min, DMF (0.94 mL, 12.10 mmol) in THF (2 mL) was dropwise added. The resulting mixture was stirred for 1 h at -78° C. and then allowed to warm to room temperature. The reaction was quenched with water and extracted with EtOAc (2×50 mL). The combined organic extracts were washed with H2O, brine and dried (M... Starting materials: CC(=O)NC1=C(C=CC(=C1)F)[N+](=O)[O-] (N-methylcarbonyl 2-nitro-5-fluoroaniline), FC(C1=CC=C(C=C1)O)(F)F (4-trifluoromethylphenol), C([O-])([O-])=O.[K+].[K+] (potassium carbonate). The product is CC(=O)NC1=C(C=CC(=C1)OC1=CC=C(C=C1)C(F)(F)F)[N+](=O)[O-] (N-methylcarbonyl 2-nitro-5-(4-trifluoromethylphenoxy)aniline). Reaction SMILES: [CH3:1][C:2]([NH:4][C:5]1[CH:10]=[C:9](F)[CH:8]=[CH:7][C:6]=1[N+:12]([O-:14])=[O:13])=[O:3].[F:15][C:16]([F:25])([F:24])[C:17]1[CH:22]=[CH:21][C:20]([OH:23])=[CH:19][CH:18]=1.C(=O)([O-])[O-].[K+].[K+]>>[CH3:1][C:2]([NH:4][C:5]1[CH:10]=[C:9]([O:23][C:20]2[CH:21]=[CH:22][C:17]([C:16]([F:15])([F:24])[F:25])=[CH:18][CH:19]=2)[CH:8]=[CH:7][C:6]=1[N+:12]([O-:14])=[O:13])=[O:3] |f:2.3.4|. Procedure: Following the procedure of Example 4, N-methylcarbonyl 2-nitro-5-fluoroaniline (3.1 g, 15.4 mmol), 4-trifluoromethylphenol (2.5 g, 15.4 mmol) and potassium carbonate (4.3 g, 31.0 mmol) are reacted together to give N-methylcarbonyl 2-nitro-5-(4-trifluoromethylphenoxy)aniline, 4.0 g of which is then reacted with 20% hydrochloric acid (~50 ml) to give 2-nitro-5-(4-trifluoromethylphenoxy)aniline. 2-Nitro-5-(4-trifluoromethylphenoxy)aniline (2.0 g, 6.7 mmol) is reacted with potassium hydroxide (0.4 g... As a reaction SMILES: [C:1]([CH3:2])([CH3:3])([CH3:4])[O:5][C:6]([CH:7]1[N:8]([C:14](=[O:15])[O:16][C:17]([CH3:18])([CH3:19])[CH3:20])[CH2:9][CH:10]([CH2:12][NH2:13])[CH2:11]1)=[O:21].[C:22]([O:26][C:23]([NH:24][C:25](=[N:27][C:28]([O:29][C:30]([CH3:31])([CH3:32])[CH3:33])=[O:34])[S:35][CH3:36])=[O:37])([CH3:38])([CH3:39])[CH3:40].[O:41]1[CH2:42][CH2:43][CH2:44][CH2:45]1.[OH2:46]>>[C:1]([CH3:2])([CH3:3])([CH3:4])[O:5][C:6]([CH:7]1[N:8]([C:14](=[O:15])[O:16][C:17]([CH3:18])([CH3:19])[CH3:20])[CH2:9][CH:10]([OH:26])[CH2:11]1)=[O:21]. Starting materials: CC(C)(C)OC(=O)C1CC(CN)CN1C(=O)OC(C)(C)C, CSC(=NC(=O)OC(C)(C)C)NC(=O)OC(C)(C)C, C1CCOC1, O. Product: CC(C)(C)OC(=O)C1CC(O)CN1C(=O)OC(C)(C)C.